Task: describe an organic reaction: reactants, conditions, products, and yield. Dataset: the Open Reaction Database (ORD), a public repository of structured organic reaction records Reactants: COC(COC1=C(C(=CC=C1C(C)=O)OCCCOC1=C(C(=C(C=C1)C(C)=O)O)CCC)CCC)=O ([6-acetyl-3-[3-(4-acetyl-3-hydroxy-2-propylphenoxy)propoxy]-2-propylphenoxy]acetic acid methyl ester). The solvent is CO (methanol), [OH-].[Na+] (sodium hydroxide). The product is C(C)(=O)C1=CC=C(C(=C1OCC(=O)O)CCC)OCCCOC1=C(C(=C(C=C1)C(C)=O)O)CCC ([6-acetyl-3-[3-(4-acetyl-3-hydroxy-2-propylphenoxy)propoxy]-2-propylphenoxy]acetic acid). As a reaction SMILES: C[O:2][C:3](=[O:36])[CH2:4][O:5][C:6]1[C:11]([C:12](=[O:14])[CH3:13])=[CH:10][CH:9]=[C:8]([O:15][CH2:16][CH2:17][CH2:18][O:19][C:20]2[CH:25]=[CH:24][C:23]([C:26](=[O:28])[CH3:27])=[C:22]([OH:29])[C:21]=2[CH2:30][CH2:31][CH3:32])[C:7]=1[CH2:33][CH2:34][CH3:35]>CO.[OH-].[Na+]>[C:12]([C:11]1[C:6]([O:5][CH2:4][C:3]([OH:36])=[O:2])=[C:7]([CH2:33][CH2:34][CH3:35])[C:8]([O:15][CH2:16][CH2:17][CH2:18][O:19][C:20]2[CH:25]=[CH:24][C:23]([C:26](=[O:28])[CH3:27])=[C:22]([OH:29])[C:21]=2[CH2:30][CH2:31][CH3:32])=[CH:9][CH:10]=1)(=[O:14])[CH3:13] |f:2.3|. Procedure: A solution of 1.41 g of [6-acetyl-3-[3-(4-acetyl-3-hydroxy-2-propylphenoxy)propoxy]-2-propylphenoxy]acetic acid methyl ester in 50 ml of methanol and 14 ml of 1N sodium hydroxide was stirred at reflux for 22 hours. The methanol was removed in vacuo and the pH of the residue was adjusted to 2.0 with 6N hydrochloric acid. The gummy product was extracted with ether and the crude extract was purified by chromatography on 60 g of silica gel. Elution with a solvent mixture of toluene:ethyl acetate:ace... Starting materials: Oc1ccc(-c2cn3cc(Br)ccc3n2)cc1, FCCCBr, O=C([O-])[O-], ClC(Cl)Cl, [K+], [K+], O. The product is FCCCOc1ccc(-c2cn3cc(Br)ccc3n2)cc1. As a reaction SMILES: [Br:1][c:2]1[cH:3][cH:4][c:5]2[n:6]([cH:7]1)[cH:8][c:9](-[c:11]1[cH:12][cH:13][c:14]([OH:17])[cH:15][cH:16]1)[n:10]2.[Br:24][CH2:25][CH2:26][CH2:27][F:28].[C:18](=[O:19])([O-:20])[O-:21].[CH:30]([Cl:31])([Cl:32])[Cl:33].[K+:22].[K+:23].[OH2:29]>>[Br:1][c:2]1[cH:3][cH:4][c:5]2[n:6]([cH:7]1)[cH:8][c:9](-[c:11]1[cH:12][cH:13][c:14]([O:17][CH2:25][CH2:26][CH2:27][F:28])[cH:15][cH:16]1)[n:10]2. Reactants: C1(=CC=CC=C1)COC1=C2CCC(C(C2=CC=C1)=O)CCN1CCC(CC1)C1=CC=CC=C1 (3,4-Dihydro-5-(phenylmethoxy)-2-[2-(4-phenyl-1-piperidinyl)ethyl]-1(2H)-naphthalenone), FC(C(=O)[O-])(F)F (trifluoroacetate). Product: CC(C)C1=CC=C(C=C1)COC=1C=C2CCC(C(C2=CC1)=O)CCN1CCC(CC1)C1=CC=CC=C1 (3,4-Dihydro-6-[[4-(1-methyletyl)phenyl]methoxy]-2-[2-(4-phenyl-1-piperidinyl)ethyl]-1(2H)-naphthalenone). As a reaction SMILES: C1(CO[C:9]2[CH:18]=[CH:17][CH:16]=[C:15]3[C:10]=2[CH2:11][CH2:12][CH:13]([CH2:20][CH2:21][N:22]2[CH2:27][CH2:26][CH:25]([C:28]4[CH:33]=[CH:32][CH:31]=[CH:30][CH:29]=4)[CH2:24][CH2:23]2)[C:14]3=[O:19])C=CC=CC=1.F[C:35](F)(F)[C:36]([O-:38])=O>>[CH3:14][CH:15]([C:10]1[CH:11]=[CH:12][C:35]([CH2:36][O:38][C:18]2[CH:9]=[C:10]3[C:15](=[CH:16][CH:17]=2)[C:14](=[O:19])[CH:13]([CH2:20][CH2:21][N:22]2[CH2:27][CH2:26][CH:25]([C:28]4[CH:33]=[CH:32][CH:31]=[CH:30][CH:29]=4)[CH2:24][CH2:23]2)[CH2:12][CH2:11]3)=[CH:18][CH:9]=1)[CH3:16]. Procedure: 3,4-Dihydro-5-(phenylmethoxy)-2-[2-(4-phenyl-1-piperidinyl)ethyl]-1(2H)-naphthalenone, trifluoroacetate (1:1); Starting materials: COC(OC)C(CNC(=O)c1cc2c(C)ccc(N(C)S(=O)(=O)c3cccs3)c2[nH]1)SCc1ccccc1, CC(C)=O, O. Product: Cc1ccc(N(C)S(=O)(=O)c2cccs2)c2[nH]c(C(=O)NCC(C=O)SCc3ccccc3)cc12. RXN SMILES: [CH2:1]([c:2]1[cH:3][cH:4][cH:5][cH:6][cH:7]1)[S:8][CH:9]([CH2:10][NH:11][C:12](=[O:13])[c:14]1[nH:15][c:16]2[c:17]([N:24]([S:25](=[O:26])(=[O:27])[c:28]3[s:29][cH:30][cH:31][cH:32]3)[CH3:33])[cH:18][cH:19][c:20]([CH3:23])[c:21]2[cH:22]1)[CH:34]([O:35][CH3:38])[O:36][CH3:37].[CH3:39][C:40](=[O:41])[CH3:42].[OH2:43]>>[CH2:1]([c:2]1[cH:3][cH:4][cH:5][cH:6][cH:7]1)[S:8][CH:9]([CH2:10][NH:11][C:12](=[O:13])[c:14]1[nH:15][c:16]2[c:17]([N:24]([S:25](=[O:26])(=[O:27])[c:28]3[s:29][cH:30][cH:31][cH:32]3)[CH3:33])[cH:18][cH:19][c:20]([CH3:23])[c:21]2[cH:22]1)[CH:34]=[O:35]. Procedure: 5,11-Dihydro-5-[2-(N-methylamino)ethyl]dibenzo[b,e][1,4]oxazepine (254 mg, 1.00 mmol, prepared by a method disclosed in International Patent No. 0040570A1), 3-pyrrolidinophenethyl mesylate (296 mg, 1.10 mmol), sodium carbonate (138 mg, 1.30 mmol) and sodium iodide (20 mg, 0.13 mmol) were added to acetonitrile (20 ml), and they were heated at 90° C. under reflux for 6.5 hours. The solvent was evaporated under reduced pressure, and the residue was distributed into ethyl acetate and saturated aqueo... RXN SMILES: [CH3:1][NH:2][CH2:3][CH2:4][N:5]1[C:11]2[CH:12]=[CH:13][CH:14]=[CH:15][C:10]=2[CH2:9][O:8][C:7]2[CH:16]=[CH:17][CH:18]=[CH:19][C:6]1=2.S(O[CH2:25][CH2:26][C:27]1[CH:32]=[CH:31][CH:30]=[C:29]([N:33]2[CH2:37][CH2:36][CH2:35][CH2:34]2)[CH:28]=1)(=O)(=O)C.C(=O)([O-])[O-].[Na+].[Na+].[I-].[Na+]>C(#N)C>[CH3:1][N:2]([CH2:3][CH2:4][N:5]1[C:11]2[CH:12]=[CH:13][CH:14]=[CH:15][C:10]=2[CH2:9][O:8][C:7]2[CH:16]=[CH:17][CH:18]=[CH:19][C:6]1=2)[CH2:25][CH2:26][C:27]1[CH:32]=[CH:31][CH:30]=[C:29]([N:33]2[CH2:37][CH2:36][CH2:35][CH2:34]2)[CH:28]=1 |f:2.3.4,5.6|. The product is CN(CCC1=CC(=CC=C1)N1CCCC1)CCN1C2=C(OCC3=C1C=CC=C3)C=CC=C2 (5,11-dihydro-5-[2-[N-methyl-N-(3-pyrrolidinophenethyl)amino]-ethyl]dibenzo[b,e][1,4]oxazepine). Conditions: temperature 90 celsius. Reactants: CNCCN1C2=C(OCC3=C1C=CC=C3)C=CC=C2 (5,11-Dihydro-5-[2-(N-methylamino)ethyl]dibenzo[b,e][1,4]oxazepine), S(C)(=O)(=O)OCCC1=CC(=CC=C1)N1CCCC1 (3-pyrrolidinophenethyl mesylate), C([O-])([O-])=O.[Na+].[Na+] (sodium carbonate), [I-].[Na+] (sodium iodide). The solvent is C(C)#N (acetonitrile). The reactants are CCCCCCC.C(C)(=O)OCC (heptane ethyl acetate), OC1=C(C=CC=C1)C(C(C)C)=O (1-(2-hydroxyphenyl)-2-methylpropan-1-one), [N+](=O)(O)[O-] (nitric acid), OC1=C(C=CC=C1)C(C(C)C)=O (1-(2-hydroxyphenyl)-2-methylpropan-1-one). Run in C(C)(=O)O (acetic acid). Conditions: temperature 5 celsius. Product: OC1=C(C=C(C=C1)[N+](=O)[O-])C(C(C)C)=O (1-(2-hydroxy-5-nitrophenyl)-2-methylpropan-1-one), OC1=C(C=CC=C1[N+](=O)[O-])C(C(C)C)=O (1-(2-hydroxy-3-nitrophenyl)-2-methylpropan-1-one). RXN SMILES: [N+:1]([O-:4])([OH:3])=[O:2].[OH:5][C:6]1[CH:11]=[CH:10][CH:9]=[CH:8][C:7]=1[C:12](=[O:16])[CH:13]([CH3:15])[CH3:14].CCCCCCC.C(OCC)(=O)C>C(O)(=O)C>[OH:5][C:6]1[CH:11]=[CH:10][C:9]([N+:1]([O-:4])=[O:2])=[CH:8][C:7]=1[C:12](=[O:16])[CH:13]([CH3:14])[CH3:15].[OH:5][C:6]1[C:11]([N+:1]([O-:3])=[O:2])=[CH:10][CH:9]=[CH:8][C:7]=1[C:12](=[O:16])[CH:13]([CH3:14])[CH3:15] |f:2.3|. Reported procedure: 1.6 ml of fuming nitric acid were added, over the course of 20 minutes, to a solution of 4.1 g of 1-(2-hydroxyphenyl)-2-methylpropan-1-one in 25 ml of acetic acid cooled to 5° C. The reaction medium was stirred at ambient temperature for 5 hours (followed by TLC, 10/1 heptane/ethyl acetate). The reaction was stopped before all the 1-(2-hydroxyphenyl)-2-methylpropan-1-one was consumed. The reaction medium was diluted with 70 ml of water and then extracted with ethyl acetate (4:1, 3×50 ml). The or... Reactants: O=C=NS(=O)(=O)Cl, Cn1c(-c2cccnc2)cc2cc(Cl)cc(F)c21, ClCCl, CN(C)C=O. The product is Cn1c(-c2cccnc2)c(C#N)c2cc(Cl)cc(F)c21. Reaction SMILES: [Cl:19][S:20](=[O:22])([N:23]=[C:24]=[O:21])=[O:25].[Cl:1][c:2]1[cH:3][c:4]2[cH:5][c:6](-[c:13]3[cH:14][n:15][cH:16][cH:17][cH:18]3)[n:7]([CH3:12])[c:8]2[c:9]([F:11])[cH:10]1.[Cl:31][CH2:32][Cl:33].[O:26]=[CH:27][N:28]([CH3:29])[CH3:30]>>[Cl:1][c:2]1[cH:3][c:4]2[c:5]([C:24]#[N:23])[c:6](-[c:13]3[cH:14][n:15][cH:16][cH:17][cH:18]3)[n:7]([CH3:12])[c:8]2[c:9]([F:11])[cH:10]1.